This data is from the Open Reaction Database (ORD), a public repository of structured organic reaction records. The task is: describe an organic reaction: reactants, conditions, products, and yield Reactants: C1=CC(=CC=C1C(=N)N)OCCCOC=2C=CC(=CC2)C(=N)N (propamidine), C1=CC(=C(C=C1C(=N)N)Br)OCCCOC2=C(C=C(C=C2)C(=N)N)Br (dibromopropamidine), C1=CC(=CC=C1C(=N)N)OCCCCCCOC=2C=CC(=CC2)C(=N)N (hexamidine). Solvent: N[C@@H](CC(C)C)C(=O)O (Leu). Product: C1=CC(=CC=C1C(=N)N)OCCCCCOC=2C=CC(=CC2)C(=N)N (Pentamidine). RXN SMILES: C1C(C(N)=N)=CC=C(O[CH2:11][CH2:12][CH2:13][O:14][C:15]2[CH:16]=[CH:17][C:18]([C:21]([NH2:23])=[NH:22])=[CH:19][CH:20]=2)C=1.[CH:24]1[C:29]([C:30]([NH2:32])=[NH:31])=[CH:28][C:27](Br)=[C:26]([O:34][CH2:35][CH2:36]COC2C=CC(C(N)=N)=CC=2Br)[CH:25]=1.C1C(C(N)=N)=CC=C(OCCCCCCOC2C=CC(C(N)=N)=CC=2)C=1>N[C@H](C(O)=O)CC(C)C>[CH:28]1[C:29]([C:30]([NH2:32])=[NH:31])=[CH:24][CH:25]=[C:26]([O:34][CH2:35][CH2:36][CH2:11][CH2:12][CH2:13][O:14][C:15]2[CH:20]=[CH:19][C:18]([C:21]([NH2:23])=[NH:22])=[CH:17][CH:16]=2)[CH:27]=1. Procedure details: Efflux pump inhibitory activity of propamidine, dibromopropamidine, and hexamidine was confirmed in Leu-Nap accumulation assays. The uptake of Leu-Nap (100 μg/ml) by PAM1723 (FIGS. 10A, C, and E) or PAM1626 (FIGS. 10B, D, and F) cells was studied in the presence of various concentrations of propamidine (0 μg/ml to 160 μg/ml), dibromopropamidine (0 to μg/ml to 40 μg/ml), and hexamidine (0 μg/ml to 40 μg/ml), respectively. All three compounds were capable of completely inhibiting the MexAB-OprM-me... Reactants: C(CCCC)[C@@H]1CC[C@H](CC1)/C=C/[C@@H]1CC[C@H](CC1)C(=O)O ((E)-trans-4-(2-(trans-4-pentylcyclohexyl)vinyl)cyclohexane carboxylic acid), C(CCCC)C1=CC=C(C=C1)O (4-pentylphenol), solution, C1CCC(CC1)N=C=NC2CCCCC2 (DCC), C1(=CC=CC=C1)C.CCCCCCC (toluene heptane). The reagents and catalysts are CN(C)C=1C=CN=CC1 (DMAP). Solvent: ClCCl (dichloromethane), ClCCl (dichloromethane). Reaction conditions: time 12 hour. The product is C(CCCC)[C@@H]1CC[C@H](CC1)/C=C/[C@@H]1CC[C@H](CC1)C(=O)OC1=CC=C(C=C1)CCCCC ((E)-4-pentylphenyl trans-4-(2-(trans-4-pentylcyclohexyl)vinyl)cyclohexanecarboxylate). RXN SMILES: [CH2:1]([C@H:6]1[CH2:11][CH2:10][C@H:9](/[CH:12]=[CH:13]/[C@H:14]2[CH2:19][CH2:18][C@H:17]([C:20]([OH:22])=[O:21])[CH2:16][CH2:15]2)[CH2:8][CH2:7]1)[CH2:2][CH2:3][CH2:4][CH3:5].[CH2:23]([C:28]1[CH:33]=[CH:32][C:31](O)=[CH:30][CH:29]=1)[CH2:24][CH2:25][CH2:26][CH3:27].C1CCC(N=C=NC2CCCCC2)CC1.C1(C)C=CC=CC=1.CCCCCCC>CN(C1C=CN=CC=1)C.ClCCl>[CH2:1]([C@H:6]1[CH2:11][CH2:10][C@H:9](/[CH:12]=[CH:13]/[C@H:14]2[CH2:15][CH2:16][C@H:17]([C:20]([O:22][C:31]3[CH:30]=[CH:29][C:28]([CH2:23][CH2:24][CH2:25][CH2:26][CH3:27])=[CH:33][CH:32]=3)=[O:21])[CH2:18][CH2:19]2)[CH2:8][CH2:7]1)[CH2:2][CH2:3][CH2:4][CH3:5] |f:3.4|. Procedure details: (E)-trans-4-(2-(trans-4-pentylcyclohexyl)vinyl)cyclohexane carboxylic acid in an amount of 1.1 g (3.6 mmol), 0.7 g (4.3 mmol) of 4-pentylphenol, 0.1 g (1.1 mmol) of DMAP, and 20 ml of dichloromethane were mixed. To this mixture was added dropwise 4 ml of solution of 1.0 g (4.7 mmol) of DCC in dichloromethane while being cooled with ice in 5 min, and stirred as it was for 12 hours. Separated crystals were filtered off. To the filtrate was added 70 ml of toluene, washed with 2N-NaOH five times and... The reactants are C(#N)C=1C(=C(C(=O)O)C=C(C1F)F)F (3-cyano-2,4,5-trifluoro-benzoic acid), C(C(=O)Cl)(=O)Cl (oxalyl chloride). The reagents and catalysts are CN(C=O)C (dimethylformamide). Solvent: C(Cl)Cl (methylene chloride), C(Cl)Cl (methylene chloride). Yields the product C(#N)C=1C(=C(C(=O)Cl)C=C(C1F)F)F (3-cyano-2,4,5-trifluoro-benzoyl chloride). Yield: 97.0%. RXN SMILES: [C:1]([C:3]1[C:4]([F:14])=[C:5]([CH:9]=[C:10]([F:13])[C:11]=1[F:12])[C:6](O)=[O:7])#[N:2].C(Cl)(=O)C([Cl:18])=O>C(Cl)Cl.CN(C)C=O>[C:1]([C:3]1[C:4]([F:14])=[C:5]([CH:9]=[C:10]([F:13])[C:11]=1[F:12])[C:6]([Cl:18])=[O:7])#[N:2]. Procedure: 111 g of 3-cyano-2,4,5-trifluoro-benzoic acid and 84 g of oxalyl chloride are stirred at room temperature for 5 hours in 930 ml of dry methylene chloride with addition of a few drops of dimethylformamide. The methylene chloride is then stripped off and the residue is distilled in vacuo. 117.6 g of 3-cyano-2,4,5-trifluoro-benzoyl chloride are obtained as a yellow oil. Reactants: C(C)OC(CON)=O (2-Aminoxy-acetic acid ethyl ester), C(CCC#C)(=O)O (4-Pentynoic acid), C1(CCCCC1)N=C=NC1CCCCC1 (dicyclohexylcarbodiimide). Solvent: CCOC(=O)C (EtOAc). Reaction conditions: time 16 hour. Product: C(C)OC(CONC(CCC#C)=O)=O (Pent-4-ynoylaminooxy-acetic Acid Ethyl Ester). Reaction SMILES: [CH2:1]([O:3][C:4](=[O:8])[CH2:5][O:6][NH2:7])[CH3:2].[C:9](O)(=[O:14])[CH2:10][CH2:11][C:12]#[CH:13].C1(N=C=NC2CCCCC2)CCCCC1>CCOC(C)=O>[CH2:1]([O:3][C:4](=[O:8])[CH2:5][O:6][NH:7][C:9](=[O:14])[CH2:10][CH2:11][C:12]#[CH:13])[CH3:2]. Procedure details: To a solution of 2-Aminoxy-acetic acid ethyl ester (573 mg, 4.8 mmol) and 4-Pentynoic acid (441 mg, 4.5 mmol) in 15 mL EtOAc were added dicyclohexylcarbodiimide (928 mg, 4.5 mmol) and the resulting mixture was stirred at room temperature for 16 h. Starting materials: NCC=1C(NC(N(N1)CC1=CC=CC=C1)C)=O (6-(1-aminomethyl)-2-benzyl-3-methyl-1,2,4-triazin-5(4H)-one), O1CCOCC1 (dioxan), C(C)(=O)OC(C)=O (acetic anhydride). The product is C(C)(=O)NC(C)C=1C(NC(N(N1)CC1=CC=CC=C1)C)=O (6-(1-Acetamidoethyl)-2-benzyl-3-methyl-1,2,4-triazin-5(4H)-one). As a reaction SMILES: [NH2:1][CH2:2][C:3]1[C:4](=[O:17])[NH:5][CH:6]([CH3:16])[N:7]([CH2:9][C:10]2[CH:15]=[CH:14][CH:13]=[CH:12][CH:11]=2)[N:8]=1.[C:18](OC(=O)C)(=[O:20])[CH3:19].O1CCOC[CH2:26]1>>[C:18]([NH:1][CH:2]([C:3]1[C:4](=[O:17])[NH:5][CH:6]([CH3:16])[N:7]([CH2:9][C:10]2[CH:11]=[CH:12][CH:13]=[CH:14][CH:15]=2)[N:8]=1)[CH3:26])(=[O:20])[CH3:19]. Procedure: Dry dioxan (80 ml) was added to 6-(1-aminomethyl)-2-benzyl-3-methyl-1,2,4-triazin-5(4H)-one (4.34 g) and the cloudy suspension stirred at room temperature was treated with acetic anhydride (1.9 ml). The mixture was stirred for 2 hours then concentrated to a brown solid. Recrystallisation from ethanol-ether afforded the acetamide, 3.1 g, m.p. 196°-203°. Procedure details: Vinyl chloroformate (3.6 g) was added dropwise to a solution of 3-(1,2-benzisoxazol-3-yl)-8-methyl-8-azabicyclo[3.2.1]octane (6.0 g) in 125 ml of 1,2-dichloroethane at 0° C. The resulting suspension was heated at reflux for 3 hours, the solution was cooled, and the solvent was removed in vacuo. The residue was suspended in 125 ml of ethanol and acidified with HCl in isopropanol (to about a pH of 1), and the mixture was heated at reflux for 2 hours. The mixture was cooled, and 3.9 g of 3-( 1,2-be... Product: Cl.O1N=C(C2=C1C=CC=C2)C2CC1CCC(C2)N1 (3-(1,2-Benzisoxazol-3-Yl)-8-Azabicyclo[3.2.1]Octane Hydrochloride). As a reaction SMILES: [Cl:1]C(OC=C)=O.[O:7]1[C:11]2[CH:12]=[CH:13][CH:14]=[CH:15][C:10]=2[C:9]([CH:16]2[CH2:22][CH:21]3[N:23](C)[CH:18]([CH2:19][CH2:20]3)[CH2:17]2)=[N:8]1>ClCCCl>[ClH:1].[O:7]1[C:11]2[CH:12]=[CH:13][CH:14]=[CH:15][C:10]=2[C:9]([CH:16]2[CH2:22][CH:21]3[NH:23][CH:18]([CH2:19][CH2:20]3)[CH2:17]2)=[N:8]1 |f:3.4|. Reactants: ClC(=O)OC=C (Vinyl chloroformate), O1N=C(C2=C1C=CC=C2)C2CC1CCC(C2)N1C (3-(1,2-benzisoxazol-3-yl)-8-methyl-8-azabicyclo[3.2.1]octane). Run in ClCCCl (1,2-dichloroethane).